This data is from the Open Reaction Database (ORD), a public repository of structured organic reaction records. The task is: describe an organic reaction: reactants, conditions, products, and yield The reactants are OC1(CCN(CC1)C(=O)OC(C)(C)C)CC1=NC(=CC=C1)NC=1SC=CN1 (tert-butyl 4-hydroxy-4-((6-(1,3-thiazol-2-ylamino)pyridin-2-yl)methyl)piperidine-1-carboxylate), FC(C(=O)O)(F)F (trifluoroacetic acid). The solvent is C(Cl)(Cl)Cl (chloroform). Reaction conditions: temperature 0 celsius, time 2 hour. Yields the product S1C(=NC=C1)NC1=CC=CC(=N1)CC1(CCNCC1)O (4-((6-(1,3-thiazol-2-ylamino)pyridin-2-yl)methyl)piperidine-4-ol). RXN SMILES: [OH:1][C:2]1([CH2:15][C:16]2[CH:21]=[CH:20][CH:19]=[C:18]([NH:22][C:23]3[S:24][CH:25]=[CH:26][N:27]=3)[N:17]=2)[CH2:7][CH2:6][N:5](C(OC(C)(C)C)=O)[CH2:4][CH2:3]1.FC(F)(F)C(O)=O>C(Cl)(Cl)Cl>[S:24]1[CH:25]=[CH:26][N:27]=[C:23]1[NH:22][C:18]1[N:17]=[C:16]([CH2:15][C:2]2([OH:1])[CH2:7][CH2:6][NH:5][CH2:4][CH2:3]2)[CH:21]=[CH:20][CH:19]=1. Procedure details: To a solution of 5.9 mg of tert-butyl 4-hydroxy-4-((6-(1,3-thiazol-2-ylamino)pyridin-2-yl)methyl)piperidine-1-carboxylate in 1 ml of chloroform was added 0.5 ml of trifluoroacetic acid at 0° C., followed by stirring the reaction mixture at 0° C. for 2 hours. The reaction mixture was concentrated in vacuo, basified with saturated aqueous sodium bicarbonate solution, and extracted with chloroform. The resulting chloroform layer was dried over anhydrous magnesium sulfate, and filtered. The filtrate... Reactants: ClC=1C=C(CNC2=NN=C(C3=CC=C(C=C23)C#N)N2CCC(CC2)=O)C=CC1OC (4-[(3-chloro-4-methoxybenzyl)amino]-1-[4-oxopiperidino]-6-phthalazine carbonitrile), Cl.CON (methoxyamine hydrochloride), C([O-])([O-])=O.[Na+].[Na+] (sodium carbonate). Run in C(C)O (ethanol). Product: ClC=1C=C(CNC2=NN=C(C3=CC=C(C=C23)C#N)N2CCC(CC2)=NOC)C=CC1OC (4-[(3-chloro-4-methoxybenzyl)amino]-1-[4-(methoxyimino)piperidino]-6-phthalazine carbonitrile). Yield: 48.7%. RXN SMILES: [Cl:1][C:2]1[CH:3]=[C:4]([CH:26]=[CH:27][C:28]=1[O:29][CH3:30])[CH2:5][NH:6][C:7]1[C:16]2[C:11](=[CH:12][CH:13]=[C:14]([C:17]#[N:18])[CH:15]=2)[C:10]([N:19]2[CH2:24][CH2:23][C:22](=O)[CH2:21][CH2:20]2)=[N:9][N:8]=1.Cl.[CH3:32][O:33][NH2:34].C(=O)([O-])[O-].[Na+].[Na+]>C(O)C>[Cl:1][C:2]1[CH:3]=[C:4]([CH:26]=[CH:27][C:28]=1[O:29][CH3:30])[CH2:5][NH:6][C:7]1[C:16]2[C:11](=[CH:12][CH:13]=[C:14]([C:17]#[N:18])[CH:15]=2)[C:10]([N:19]2[CH2:20][CH2:21][C:22](=[N:34][O:33][CH3:32])[CH2:23][CH2:24]2)=[N:9][N:8]=1 |f:1.2,3.4.5|. Procedure: A mixture of 1.19 g 4-[(3-chloro-4-methoxybenzyl)amino]-1-[4-oxopiperidino]-6-phthalazine carbonitrile, 354 mg methoxyamine hydrochloride, 1.2 g sodium carbonate, and 10 ml ethanol was heated under reflux for 2 hr. After cooling, saline was added to the reaction solution which was then extracted with ethyl acetate. It was dried over anhydrous sodium sulfate, and filtered. The filtrate was evaporated, and the resulting residue was purified by silica gel column chromatography to give 620 mg of 4-[... Reactants: NC1=C(NC=2SC(=CC2C#N)C)C=CC=C1 (2-(2-aminoanilino)-5-methylthiophene-3-carbonitrile), CN1CCNCC1 (N-methylpiperazine), CN1CCNCC1 (N-methyl piperazine). The product is CC1=CC2=C(S1)NC=3C=CC=CC3N=C2N4CCN(CC4)C (Olanzapine). RXN SMILES: [NH2:1][C:2]1[CH:16]=[CH:15][CH:14]=[CH:13][C:3]=1[NH:4][C:5]1[S:6][C:7]([CH3:12])=[CH:8][C:9]=1[C:10]#[N:11].[CH3:17][N:18]1[CH2:23][CH2:22]N[CH2:20][CH2:19]1>>[CH3:12][C:7]1[S:6][C:5]2[NH:4][C:3]3[CH:13]=[CH:14][CH:15]=[CH:16][C:2]=3[N:1]=[C:10]([N:11]3[CH2:22][CH2:23][N:18]([CH3:17])[CH2:19][CH2:20]3)[C:9]=2[CH:8]=1. Procedure details: The process disclosed herein comprises reaction of 2-(2-aminoanilino)-5-methylthiophene-3-carbonitrile [10] with N-methylpiperazine in conjunction with N-methyl piperazine acid salt to give Olanzapine. The reaction is carried out at 90-138° C., preferably at 110-125° C. in 6-12 hours.